From a dataset of the Open Reaction Database (ORD), a public repository of structured organic reaction records. describe an organic reaction: reactants, conditions, products, and yield Starting materials: Cl (hydrochloric acid), COCCSC1=C(C=CC=C1)N (2-(2-methoxyethylthio)benzenamine), N(=O)[O-].[Na+] (sodium nitrite), N (ammonia), cupric chloride dihydrate, S(=O)=O (sulfur dioxide), ice water. The solvent is C(C)(=O)O (acetic acid), O (water), C(C)(=O)O (acetic acid). Reaction conditions: time 0.5 hour. The product is COCCSC1=C(C=CC=C1)S(=O)(=O)N (2-(2-methoxyethylthio)benzenesulfonamide). The yield is 67.9%. RXN SMILES: [CH3:1][O:2][CH2:3][CH2:4][S:5][C:6]1[CH:11]=[CH:10][CH:9]=[CH:8][C:7]=1N.Cl.N([O-])=O.[Na+].[S:18](=[O:20])=[O:19].[NH3:21]>O.C(O)(=O)C>[CH3:1][O:2][CH2:3][CH2:4][S:5][C:6]1[CH:11]=[CH:10][CH:9]=[CH:8][C:7]=1[S:18]([NH2:21])(=[O:20])=[O:19] |f:2.3|. Reported procedure: To a suspension of 2-(2-methoxyethylthio)benzenamine (91.5 g, 0.500 mol) in a mixture of concentrated hydrochloric acid (175 ml) and glacial acetic acid (80 ml) was added a solution of sodium nitrite (39.3 g, 0.550 mol) in water (75 ml) at -5° to 0°. The solution was stirred at 0° for 1/2 hour and then poured, in several portions, into a mixture of cupric chloride dihydrate (10.0 g, 0.059 mol) and liquid sulfur dioxide (77.5 ml, 1.76 mol), in glacial acetic acid (500 ml) at 0°. The resulting sol...